From a dataset of the Open Reaction Database (ORD), a public repository of structured organic reaction records. describe an organic reaction: reactants, conditions, products, and yield Reactants: Cc1nc(N)c2nc(C)n(CCCN)c2c1C, O=C=NC1CC1c1ccccc1. Yields the product Cc1nc(N)c2nc(C)n(CCCNC(=O)NC3CC3c3ccccc3)c2c1C. As a reaction SMILES: [NH2:13][CH2:14][CH2:15][CH2:16][n:17]1[c:18]([CH3:29])[n:19][c:20]2[c:21]([NH2:28])[n:22][c:23]([CH3:27])[c:24]([CH3:26])[c:25]12.[c:1]1([CH:7]2[CH:8]([N:10]=[C:11]=[O:12])[CH2:9]2)[cH:2][cH:3][cH:4][cH:5][cH:6]1>>[c:1]1([CH:7]2[CH:8]([NH:10][C:11](=[O:12])[NH:13][CH2:14][CH2:15][CH2:16][n:17]3[c:18]([CH3:29])[n:19][c:20]4[c:21]([NH2:28])[n:22][c:23]([CH3:27])[c:24]([CH3:26])[c:25]34)[CH2:9]2)[cH:2][cH:3][cH:4][cH:5][cH:6]1. Reactants: ClC1=C(C(=CC=C1)Cl)C1=NN(C(N1)=O)C1=CC(=C(C(=O)OC)C=C1)OC (methyl 4-(3-(2,6-dichlorophenyl)-5-oxo-4,5-dihydro-1H-1,2,4-triazol-1-yl)-2-methoxybenzoate), ClC1=CC=C(C(N)=NO)C=C1 (4-chloro-N′-hydroxybenzimidamide), [H-].[Na+] (sodium hydride). The solvent is C1CCOC1 (THF). Yields the product ClC1=CC=C(C=C1)C1=NOC(=N1)C1=C(C=C(C=C1)N1N=C(NC1=O)C1=C(C=CC=C1Cl)Cl)OC (1-(4-(3-(4-Chlorophenyl)-1,2,4-oxadiazol-5-yl)-3-methoxyphenyl)-3-(2,6-dichlorophenyl)-1H-1,2,4-triazol-5(4H)-one). The yield is 11.7%. RXN SMILES: [Cl:1][C:2]1[CH:7]=[CH:6][CH:5]=[C:4]([Cl:8])[C:3]=1[C:9]1[NH:13][C:12](=[O:14])[N:11]([C:15]2[CH:24]=[CH:23][C:18]([C:19]([O:21]C)=O)=[C:17]([O:25][CH3:26])[CH:16]=2)[N:10]=1.[Cl:27][C:28]1[CH:37]=[CH:36][C:31]([C:32](=[N:34]O)[NH2:33])=[CH:30][CH:29]=1.[H-].[Na+]>C1COCC1>[Cl:27][C:28]1[CH:37]=[CH:36][C:31]([C:32]2[N:34]=[C:19]([C:18]3[CH:23]=[CH:24][C:15]([N:11]4[C:12](=[O:14])[NH:13][C:9]([C:3]5[C:2]([Cl:1])=[CH:7][CH:6]=[CH:5][C:4]=5[Cl:8])=[N:10]4)=[CH:16][C:17]=3[O:25][CH3:26])[O:21][N:33]=2)=[CH:30][CH:29]=1 |f:2.3|. Procedure: The title compound was prepared by following the procedure as described for Example-40 by using methyl 4-(3-(2,6-dichlorophenyl)-5-oxo-4,5-dihydro-1H-1,2,4-triazol-1-yl)-2-methoxybenzoate (Intermediate-21, 0.100 g, 0.25 mmol), 4-chloro-N′-hydroxybenzimidamide (Intermediate-19, 0.064 g, 0.38 mmol), sodium hydride (0.020 g, 0.50 mmol) and dry THF (5.0 mL) at RT to afford 0.015 g of desired product. 1H NMR (DMSO-d6): δ 4.00 (s, 3H), 7.66-7.72 (m, 5H), 7.81 (d, J=8.7 Hz, 1H), 7.89 (s, 1H), 8.10 (d, ... The reactants are ClC1=CC=C(CSCC(=O)NO)C=C1 (p-chlorobenzylmercaptoacetohydroxamic acid), OO (hydrogen peroxide), 110, sulphinyl. Solvent: C(C)(=O)O (acetic acid), C(C)(=O)O (acetic acid). Run at temperature 50 celsius, time 1 hour. Product: ClC1=CC=C(CS(=O)CC(=O)NO)C=C1 (α-(p-Chlorobenzylsulphinyl)-acetohydroxamic acid). Yield: 85.0%. RXN SMILES: [Cl:1][C:2]1[CH:14]=[CH:13][C:5]([CH2:6][S:7][CH2:8][C:9]([NH:11][OH:12])=[O:10])=[CH:4][CH:3]=1.[OH:15]O>C(O)(=O)C>[Cl:1][C:2]1[CH:3]=[CH:4][C:5]([CH2:6][S:7]([CH2:8][C:9]([NH:11][OH:12])=[O:10])=[O:15])=[CH:13][CH:14]=1. Reported procedure: 31.7 g (0.091 mol) of p-chlorobenzylmercaptoacetohydroxamic acid are mixed with 100 ml of anhydrous acetic acid and 9.1 ml of hydrogen peroxide of 110 volumes strength are added. The temperature, which is 20° C. at the start, rises and solution of the precipitate formed is also observed. The temperature is maintained at 50° C. and after several minutes it is found that the sulphinyl derivative sets solid. 50 ml of acetic acid are now added and the temperature is kept at 50° C. for 1 hour whilst ... The reactants are ClC1=CC=C(C=C1)C1=NC=2C(=NC=CC2)N1CC(=O)O (2-(4-chlorophenyl)-3H-imidazo[4,5-b]pyridine-3-acetic acid), C(C(=O)Cl)(=O)Cl (oxalyl chloride), NC1=CC=NC=C1 (4-aminopyridine), ice water, C(C(=O)Cl)(=O)Cl (oxalyl chloride). Run in CN(C=O)C (dimethylformamide), CN(C=O)C (dimethylformamide). Yields the product O.ClC1=CC=C(C=C1)C1=NC=2C(=NC=CC2)N1CC(=O)NC1=CC=NC=C1 (2-(4-Chlorophenyl)-N-(4-pyridinyl)-3H-imidazo[4,5-b]pyridine-3-acetamide hydrate). Yield: 18.7%. Reaction SMILES: C(Cl)(=O)C(Cl)=[O:3].[Cl:7][C:8]1[CH:13]=[CH:12][C:11]([C:14]2[N:22]([CH2:23][C:24]([OH:26])=O)[C:17]3=[N:18][CH:19]=[CH:20][CH:21]=[C:16]3[N:15]=2)=[CH:10][CH:9]=1.[NH2:27][C:28]1[CH:33]=[CH:32][N:31]=[CH:30][CH:29]=1>CN(C)C=O>[OH2:3].[Cl:7][C:8]1[CH:9]=[CH:10][C:11]([C:14]2[N:22]([CH2:23][C:24]([NH:27][C:28]3[CH:33]=[CH:32][N:31]=[CH:30][CH:29]=3)=[O:26])[C:17]3=[N:18][CH:19]=[CH:20][CH:21]=[C:16]3[N:15]=2)=[CH:12][CH:13]=1 |f:4.5|. Reported procedure: Under a nitrogen atmosphere, oxalyl chloride (2.43 g, 0.01914 mole) was added dropwise, slowly, to a stirred and chilled solution of 2-(4-chlorophenyl)-3H-imidazo[4,5-b]pyridine-3-acetic acid (4.0 g, 0.014 mole) in dimethylformamide (60 ml). The reaction mixture was stirred at room temperature for 1.5 hour. An additional portion of oxalyl chloride (0.5 ml, 0.0057 mole) was added. After additional stirring at room temperature for 0.5 hr, a solution of 4-aminopyridine (1.81 g, 0.0192 mole) in dime... Reactants: Br (hydrobromic acid), C(C)(C)O (isopropanol), FC1=C(C=CC(=C1)N1C(OC(C1)CNC(C)=O)=O)C1=CC=C(C=C1)CNCC=1N=NNC1 (N-[3-(2-Fluoro-4′-{[(1H-[1,2,3]triazol-4-ylmethyl)-amino]-methyl}-biphenyl-4-yl)-2-oxo-oxazolidin-5-ylmethyl]-acetamide). The solvent is CO.ClCCl (methanol dichloromethane). Run at time 8 hour. The product is Br.FC1=C(C=CC(=C1)N1C(O[C@H](C1)CNC(C)=O)=O)C1=CC=C(C=C1)CNCC1=CN=NN1 (N-{[(5S)-3-(2-fluoro-4′-{[(1H-1,2,3-triazol-5-ylmethyl)amino]methyl}biphenyl-4-yl)-2-oxo-1,3-oxazolidin-5-yl]methyl}acetamide monohydrobromide). Isolated yield 98.0%. As a reaction SMILES: [F:1][C:2]1[CH:7]=[C:6]([N:8]2[CH2:12][CH:11]([CH2:13][NH:14][C:15](=[O:17])[CH3:16])[O:10][C:9]2=[O:18])[CH:5]=[CH:4][C:3]=1[C:19]1[CH:24]=[CH:23][C:22]([CH2:25][NH:26][CH2:27][C:28]2[N:29]=[N:30][NH:31][CH:32]=2)=[CH:21][CH:20]=1.[BrH:33].C(O)(C)C>CO.ClCCl>[BrH:33].[F:1][C:2]1[CH:7]=[C:6]([N:8]2[CH2:12][C@H:11]([CH2:13][NH:14][C:15](=[O:17])[CH3:16])[O:10][C:9]2=[O:18])[CH:5]=[CH:4][C:3]=1[C:19]1[CH:24]=[CH:23][C:22]([CH2:25][NH:26][CH2:27][C:28]2[NH:29][N:30]=[N:31][CH:32]=2)=[CH:21][CH:20]=1 |f:3.4,5.6|. Procedure: To a suspension of N-[3-(2-Fluoro-4′-{[(1H-[1,2,3]triazol-4-ylmethyl)-amino]-methyl}-biphenyl-4-yl)-2-oxo-oxazolidin-5-ylmethyl]-acetamide (20 mg, 0.046 mmol) in 1:1 methanol/dichloromethane (0.6 mL) was added dropwise 0.5 M hydrobromic acid in isopropanol (0.28 mL, 0.14 mmol). The reaction mixture was stirred overnight at room temperature. The solvent was removed under reduced pressure, acetonitrile (0.6 mL) was added and the resulting slurry stirred at room temperature overnight. The solid was... Reactants: C1(=CC=CC2=CC=CC=C12)C=O (1-naphthoaldehyde), C(CC(=O)OCC)(=O)OCC (diethyl malonate), N1CCCCC1 (piperidine). Solvent: C1=CC=CC=C1 (benzene). Run at time 1 hour. Product: C1(=CC=CC2=CC=CC=C12)CC(CO)CO (2-(1-naphthylmethyl)-1,3-propanediol). Yield: 90.3%. Reaction SMILES: [C:1]1([CH:11]=O)[C:10]2[C:5](=[CH:6][CH:7]=[CH:8][CH:9]=2)[CH:4]=[CH:3][CH:2]=1.[C:13](OCC)(=[O:20])[CH2:14][C:15](OCC)=[O:16].N1CCCCC1>C1C=CC=CC=1>[C:1]1([CH2:11][CH:14]([CH2:13][OH:20])[CH2:15][OH:16])[C:10]2[C:5](=[CH:6][CH:7]=[CH:8][CH:9]=2)[CH:4]=[CH:3][CH:2]=1. Procedure: 2 g of 1-naphthoaldehyde, 2.3 g of diethyl malonate and 0.2 ml of piperidine were dissolved in 10 ml of benzene, and the solution was refluxed under heating for 6 hours while removing water by azeotropic distillation. The reaction solution was diluted with benzene, washed sequentially with 1N hydrochloric acid, with a saturated sodium hydrogencarbonate aqueous solution, with water and with a saturated sodium chloride aqueous solution and dried over anhydrous magnesium sulfate. Then, the solvent ... Starting materials: [N+](=O)([O-])C1=CC=C(C=C1)C(O)C1=NC=CC=C1 ((4-nitrophenyl)(2-pyridyl)methanol). Run in C(C)O (ethanol). Run at time 19 hour. Yields the product NC1=CC=C(C=C1)C(O)C1=NC=CC=C1 ((4-aminophenyl) (2-pyridyl)methanol). Yield: 45.0%. RXN SMILES: [N+:1]([C:4]1[CH:9]=[CH:8][C:7]([CH:10]([C:12]2[CH:17]=[CH:16][CH:15]=[CH:14][N:13]=2)[OH:11])=[CH:6][CH:5]=1)([O-])=O>C(O)C>[NH2:1][C:4]1[CH:9]=[CH:8][C:7]([CH:10]([C:12]2[CH:17]=[CH:16][CH:15]=[CH:14][N:13]=2)[OH:11])=[CH:6][CH:5]=1. Procedure details: In ethanol (50 ml) was dissolved (4-nitrophenyl)(2-pyridyl)methanol (2.30 g), and to the mixture was added dried 10% palladium on carbon (0.12 g). Under hydrogen atmosphere, the mixture was stirred at room temperature under atmospheric pressure for 19 hours. The palladium was filtered off, and the filtrate was concentrated. The residue was recrystallized from ethyl acetate-hexane to give (4-aminophenyl) (2-pyridyl)methanol (1 .90 g) as pale yellow crystals. Starting materials: ClB(Cl)Cl, ClCCl, CCOC(=O)C(C)(C)CCCBr. The product is CC(C)(CCCBr)C(=O)O. As a reaction SMILES: [B:13]([Cl:14])([Cl:15])[Cl:16].[CH2:17]([Cl:18])[Cl:19].[CH3:1][C:2]([C:3](=[O:4])[O:5][CH2:6][CH3:7])([CH2:8][CH2:9][CH2:10][Br:11])[CH3:12]>>[CH3:1][C:2]([C:3](=[O:4])[OH:5])([CH2:8][CH2:9][CH2:10][Br:11])[CH3:12].